This data is from the Open Reaction Database (ORD), a public repository of structured organic reaction records. The task is: describe an organic reaction: reactants, conditions, products, and yield Starting materials: C(C)(C)(C)OC(NC1=C(C=C(C=C1)C#CC1=CC=CC=C1)N)=O ((2-amino-4-phenylethynyl-phenyl)-carbamic acid tert-butyl ester), C(C)(C)(C)OC(CC(C1=CC(=CC=C1)C=1C=NC=CC1)=O)=O (3-oxo-3-(3-pyridin-3-yl-phenyl)-propionic acid tert-butyl ester). Product: C(C)(C)(C)OC(NC1=C(C=C(C=C1)C#CC1=CC=CC=C1)NC(CC(C1=CC(=CC=C1)C=1C=NC=CC1)=O)=O)=O ({2-[3-Oxo-3-(3-pyridin-3-yl-phenyl)-propionylamino]-4-phenylethynyl-phenyl}-carbamic acid tert-butyl ester), foam. Yield: 81.0%. RXN SMILES: [C:1]([O:5][C:6](=[O:23])[NH:7][C:8]1[CH:13]=[CH:12][C:11]([C:14]#[C:15][C:16]2[CH:21]=[CH:20][CH:19]=[CH:18][CH:17]=2)=[CH:10][C:9]=1[NH2:22])([CH3:4])([CH3:3])[CH3:2].C([O:28][C:29](=O)[CH2:30][C:31](=[O:44])[C:32]1[CH:37]=[CH:36][CH:35]=[C:34]([C:38]2[CH:39]=[N:40][CH:41]=[CH:42][CH:43]=2)[CH:33]=1)(C)(C)C>>[C:1]([O:5][C:6](=[O:23])[NH:7][C:8]1[CH:13]=[CH:12][C:11]([C:14]#[C:15][C:16]2[CH:17]=[CH:18][CH:19]=[CH:20][CH:21]=2)=[CH:10][C:9]=1[NH:22][C:29](=[O:28])[CH2:30][C:31](=[O:44])[C:32]1[CH:37]=[CH:36][CH:35]=[C:34]([C:38]2[CH:39]=[N:40][CH:41]=[CH:42][CH:43]=2)[CH:33]=1)([CH3:4])([CH3:2])[CH3:3]. Procedure details: The title compound was prepared from (2-amino-4-phenylethynyl-phenyl)-carbamic acid tert-butyl ester {CAS-No. [335255-26-0]} (231 mg, 0.75 mmol) and 3-oxo-3-(3-pyridin-3-yl-phenyl)-propionic acid tert-butyl ester (Example K1) (223 mg, 0.75 mmol) according to the general procedure M. Obtained as a yellow foam (322 mg, 81%). The reactants are S1C(=CC=C1)C(C(C(=O)OC)OC1=NC(=CC(=N1)OC)OC)(C)F (methyl 3-(2-thienyl)-3-fluoro-2-(4,6-dimethoxypyrimidin-2-yl)oxybutyrate), [OH-].[Na+] (NaOH). The solvent is CO (methanol), O1CCCC1 (tetrahydrofuran). Conditions: temperature 60 celsius, time 12 hour. The product is S1C(=CC=C1)C(C(C(=O)O)OC1=NC(=CC(=N1)OC)OC)(C)F (3-(2-Thienyl)-3-fluoro-2-[(4,6-dimethoxypyrimidin-2-yl)oxy]-butyric acid). As a reaction SMILES: [S:1]1[CH:5]=[CH:4][CH:3]=[C:2]1[C:6]([F:24])([CH3:23])[CH:7]([O:12][C:13]1[N:18]=[C:17]([O:19][CH3:20])[CH:16]=[C:15]([O:21][CH3:22])[N:14]=1)[C:8]([O:10]C)=[O:9].[OH-].[Na+]>CO.O1CCCC1>[S:1]1[CH:5]=[CH:4][CH:3]=[C:2]1[C:6]([F:24])([CH3:23])[CH:7]([O:12][C:13]1[N:18]=[C:17]([O:19][CH3:20])[CH:16]=[C:15]([O:21][CH3:22])[N:14]=1)[C:8]([OH:10])=[O:9] |f:1.2|. Procedure: 0.9 g (3 mmol) of methyl 3-(2-thienyl)-3-fluoro-2-(4,6-dimethoxypyrimidin-2-yl)oxybutyrate (from Ex. 3) are dissolved in 20 ml of methanol and 20 ml of tetrahydrofuran, and 3.7 g of 10% strength NaOH solution are added. The mixture is stirred for 6 hours at 60° C. and for 12 hours at room temperature, the solvents are distilled off in vacuo, and the residue is taken up in 100 ml of water. The aqueous phase is now extracted using ethyl acetate and subsequently brought to pH 1-2 using dilute hydro... Starting materials: CCOC(=O)CBr, COc1ccc(S(=O)(=O)NCc2ccccc2)cc1, [H-], [Na+], C1CCOC1, O. Product: CCOC(=O)CN(Cc1ccccc1)S(=O)(=O)c1ccc(OC)cc1. As a reaction SMILES: [Br:22][CH2:23][C:24](=[O:25])[O:26][CH2:27][CH3:28].[CH2:1]([c:2]1[cH:3][cH:4][cH:5][cH:6][cH:7]1)[NH:8][S:9](=[O:10])(=[O:11])[c:12]1[cH:13][cH:14][c:15]([O:18][CH3:19])[cH:16][cH:17]1.[H-:20].[Na+:21].[O:30]1[CH2:31][CH2:32][CH2:33][CH2:34]1.[OH2:29]>>[CH2:1]([c:2]1[cH:3][cH:4][cH:5][cH:6][cH:7]1)[N:8]([S:9](=[O:10])(=[O:11])[c:12]1[cH:13][cH:14][c:15]([O:18][CH3:19])[cH:16][cH:17]1)[CH2:23][C:24](=[O:25])[O:26][CH2:27][CH3:28]. The reactants are [H-].[Na+] (sodium hydride), CC=1NC=2C=CNC(C2C(C1C(=O)OCC)C=1SC=CC1)=O (ethy (±)-1,4,5,6-tetrahydro-2-methyl-5-oxo-4-(2-thienyl)-1,6-naphthyridine-3-carboxylate), C(C)(C)I (isopropyl iodide). Run in CN(C=O)C (dimethylformamide). The product is C(C)(C)OC1=C2C(C(=C(NC2=CC=N1)C)C(=O)OCC)C=1SC=CC1 (ethyl (±)-1,4-dihydro-5-isopropoxy-2-methyl-4-(2-thienyl)-1,6-naphthyridine-3 -carboxylate). As a reaction SMILES: [H-].[Na+].[CH3:3][C:4]1[NH:5][C:6]2[CH:7]=[CH:8][NH:9][C:10](=[O:24])[C:11]=2[CH:12]([C:19]2[S:20][CH:21]=[CH:22][CH:23]=2)[C:13]=1[C:14]([O:16][CH2:17][CH3:18])=[O:15].[CH:25](I)([CH3:27])[CH3:26]>CN(C)C=O>[CH:25]([O:24][C:10]1[N:9]=[CH:8][CH:7]=[C:6]2[C:11]=1[CH:12]([C:19]1[S:20][CH:21]=[CH:22][CH:23]=1)[C:13]([C:14]([O:16][CH2:17][CH3:18])=[O:15])=[C:4]([CH3:3])[NH:5]2)([CH3:27])[CH3:26] |f:0.1|. Reported procedure: 2.1 g (70 mMole) sodium hydride (80% in oil) are suspended in 100 ml dry dimethylformamide and, while stirring at ambient temperature, 20 g (63 mMole) ethy (±)-1,4,5,6-tetrahydro-2-methyl-5-oxo-4-(2-thienyl)-1,6-naphthyridine-3-carboxylate are added thereto portionwise. After cessation of the gas evolution, the reaction mixture is further stirred for 30 minutes at ambient temperature. 16 g (94 mMole) isopropyl iodide in 30 ml diemthylformamide are then added thereto. The reaction mixture is stir... Reactants: N1=CC=CC=C1 (pyridine), solution, C(=O)(Cl)Cl (phosgene), C(C)(=O)OC1C(COC1)OC(=O)CSC=1C(=CC(=C(C1)NC(=S)N1NCCCC1)F)Cl (1-(5-(4-acetoxytetrahydrofuran-3-yloxycarbonylmethylthio)-4-chloro-2-fluorophenylaminothiocarbonyl)hexahydropyridazine). Run in C1(=CC=CC=C1)C (toluene), ClCCl (dichloromethane). Yields the product C(C)(=O)OC1C(COC1)OC(=O)CSC=1C(=CC(=C(C1)N=C1SC(N2CCCCN12)=O)F)Cl (9-(5-(4-Acetoxytetrahydrofuran-3-yloxycarbonylmethylthio)-4-chloro-2-fluorophenylimino)-8-thia-1,6-diazabicyclo[4.3.0]nonan-7-one). Reaction SMILES: [C:1]([O:4][CH:5]1[CH2:9][O:8][CH2:7][CH:6]1[O:10][C:11]([CH2:13][S:14][C:15]1[C:16]([Cl:31])=[CH:17][C:18]([F:30])=[C:19]([NH:21][C:22]([N:24]2[CH2:29][CH2:28][CH2:27][CH2:26][NH:25]2)=[S:23])[CH:20]=1)=[O:12])(=[O:3])[CH3:2].N1C=CC=CC=1.[C:38](Cl)(Cl)=[O:39]>ClCCl.C1(C)C=CC=CC=1>[C:1]([O:4][CH:5]1[CH2:9][O:8][CH2:7][CH:6]1[O:10][C:11]([CH2:13][S:14][C:15]1[C:16]([Cl:31])=[CH:17][C:18]([F:30])=[C:19]([N:21]=[C:22]2[N:24]3[N:25]([CH2:26][CH2:27][CH2:28][CH2:29]3)[C:38](=[O:39])[S:23]2)[CH:20]=1)=[O:12])(=[O:3])[CH3:2]. Procedure details: In 15 ml of dichloromethane was dissolved 1.48 g of 1-(5-(4-acetoxytetrahydrofuran-3-yloxycarbonylmethylthio)-4-chloro-2-fluorophenylaminothiocarbonyl)hexahydropyridazine, followed by addition of 0.59 g of pyridine, which was then cooled in an ice-cold bath. Under stirring, 3.3 g of a 26.8% solution of phosgene in toluene was added dropwise, and after addition was completed, the resulting product was stirred at room temperature for 3 hours. The reaction mixture was washed with water, subsequentl...